This data is from the Open Reaction Database (ORD), a public repository of structured organic reaction records. The task is: describe an organic reaction: reactants, conditions, products, and yield As a reaction SMILES: [Br:19][CH2:20][C:21](=[O:22])[c:23]1[cH:24][cH:25][cH:26][cH:27][cH:28]1.[C:1](=[O:2])([OH:3])[O-:4].[CH3:30][OH:31].[CH3:32][C:33](=[O:34])[CH3:35].[CH3:6][O:7][C:8]([CH2:9][CH2:10][CH2:11][CH2:12][CH2:13][CH2:14][C:15](=[O:16])[OH:17])=[O:18].[Na+:5].[OH2:29]>>[CH3:6][O:7][C:8]([CH2:9][CH2:10][CH2:11][CH2:12][CH2:13][CH2:14][C:15](=[O:16])[O:17][CH2:20][C:21](=[O:22])[c:23]1[cH:24][cH:25][cH:26][cH:27][cH:28]1)=[O:18]. Starting materials: O=C(CBr)c1ccccc1, O=C([O-])O, CO, CC(C)=O, COC(=O)CCCCCCC(=O)O, [Na+], O. The product is COC(=O)CCCCCCC(=O)OCC(=O)c1ccccc1. The reactants are Cl (hydrochloric acid), NCCCP(O)O (3-aminopropylphosphonous acid), C(C)O (ethanol), CC(=O)C (acetone). Run in O (water), O (water), C[Si](N[Si](C)(C)C)(C)C (hexamethyldisilazane). The product is Cl.NCCCP(O)(=O)C(C)(C)O (3-aminopropyl(2-hydroxyprop-2-y)phosphinic acid hydrochloride). Reaction SMILES: [NH2:1][CH2:2][CH2:3][CH2:4][P:5]([OH:7])[OH:6].[CH3:8][C:9]([CH3:11])=[O:10].C(O)C.[ClH:15]>C[Si](C)(C)N[Si](C)(C)C.O>[ClH:15].[NH2:1][CH2:2][CH2:3][CH2:4][P:5]([C:9]([OH:10])([CH3:11])[CH3:8])(=[O:7])[OH:6] |f:6.7|. Reported procedure: A suspension of 1.23 g 3-aminopropylphosphonous acid in 25 ml of hexamethyldisilazane is heated to reflux under an inert gas for 20 hours. After this time a clear solution results and the reaction mixture is cooled to room temperature under inert gas and 50 ml of anhydrous acetone is added and an exothermic reaction results. The reaction mixture is allowed to cool to room temperature and the volatile components removed in vacuo to afford a clear oil. This oil is dissolved in 50 ml of a 2.0M hydr... Starting materials: C1(=CC=CC=C1)O (phenol), [H-].[Na+] (sodium hydride), [H][H] (hydrogen), ClCCCCCCO (6-chlorohexan-1-ol). Solvent: CN(P(=O)(N(C)C)N(C)C)C (hexamethylphosphoramide), O (water), CN(P(=O)(N(C)C)N(C)C)C (hexamethylphosphoramide). Conditions: temperature 110 celsius. Product: O(C1=CC=CC=C1)CCCCCCO (6-(Phenoxy)-1-hexanol). Reaction SMILES: [C:1]1([OH:7])[CH:6]=[CH:5][CH:4]=[CH:3][CH:2]=1.[H-].[Na+].[H][H].Cl[CH2:13][CH2:14][CH2:15][CH2:16][CH2:17][CH2:18][OH:19]>CN(C)P(N(C)C)(N(C)C)=O.O>[O:7]([CH2:13][CH2:14][CH2:15][CH2:16][CH2:17][CH2:18][OH:19])[C:1]1[CH:6]=[CH:5][CH:4]=[CH:3][CH:2]=1 |f:1.2|. Reported procedure: To a solution of 10.3 g of phenol in 25 ml of hexamethylphosphoramide is added 4.2 g of 57% sodium hydride in oil. After hydrogen evolution ceases, 13.6 g of 6-chlorohexan-1-ol in 25 ml of hexamethylphosphoramide is added and the mixture heated at 110° C. for 16 hours. The solution is cooled, diluted with water and extracted with ether. The ether extracts are washed with sodium hydroxide solution, dried (magnesium sulfate) and the solvent removed under vacuum to give white crystals, mp 69°-74° C...